Dataset: the Open Reaction Database (ORD), a public repository of structured organic reaction records. Task: describe an organic reaction: reactants, conditions, products, and yield The reactants are COC=1C=C(C=CC1OC)C1=NN(C([C@H]2CC=CC[C@@H]12)=O)CCCCCCBr ((cis)-4-(3,4-Dimethoxyphenyl)-2-(6-bromo-1-hexyl)-4a,5,8,8a-tetrahydro-2H-phthalazin-1-one), N1C=NC=C1 (imidazole), Cl.COC=1C=C(C=CC1OC)C1=NN(C([C@H]2CCCC[C@@H]12)=O)CCN1C=NC=C1 ((cis)-4-(3,4-Dimethoxyphenyl)-2-(2-(1-imidazolyl)ethyl)-4a,5,6,7,8,8a-hexahydro-2H-phthalazin-1-one hydrochloride). Yields the product Cl.COC=1C=C(C=CC1OC)C1=NN(C([C@H]2CC=CC[C@@H]12)=O)CCCCCCN1C=NC=C1 ((cis)-4-(3,4-Dimethoxyphenyl)-2-(6-(1-imidazolyl)-1-hexyl)-4a,5,8,8a-tetrahydro-2H-phthalazin-1-one hydrochloride). Reaction SMILES: [CH3:1][O:2][C:3]1[CH:4]=[C:5]([C:11]2[C@H:20]3[C@H:15]([CH2:16][CH:17]=[CH:18][CH2:19]3)[C:14](=[O:21])[N:13]([CH2:22][CH2:23][CH2:24][CH2:25][CH2:26][CH2:27]Br)[N:12]=2)[CH:6]=[CH:7][C:8]=1[O:9][CH3:10].[NH:29]1[CH:33]=[CH:32][N:31]=[CH:30]1.[ClH:34].COC1C=C(C2[C@H]3[C@H](CCCC3)C(=O)N(CCN3C=CN=C3)N=2)C=CC=1OC>>[ClH:34].[CH3:1][O:2][C:3]1[CH:4]=[C:5]([C:11]2[C@H:20]3[C@H:15]([CH2:16][CH:17]=[CH:18][CH2:19]3)[C:14](=[O:21])[N:13]([CH2:22][CH2:23][CH2:24][CH2:25][CH2:26][CH2:27][N:29]3[CH:33]=[CH:32][N:31]=[CH:30]3)[N:12]=2)[CH:6]=[CH:7][C:8]=1[O:9][CH3:10] |f:2.3,4.5|. Procedure details: Prepared from compound 117 and imidazole as described for compound 113. Purified by chromatography and crystallized as the hydrochloride from tetrahydrofurane. M.p. 183° C. The reactants are OC1=C(C(=O)OC)C(=CC(=C1CCC(=C)C)OC)\C=C\C1=CC=CC=C1 (methyl 2-hydroxy-3-isopentenyl-4-methoxy-6-[(E)-styryl]-benzoate), C(C)(=O)Cl (acetyl chloride). The product is C(C)(=O)OC1=C(C(=O)OC)C(=CC(=C1CCC(=C)C)OC)\C=C\C1=CC=CC=C1 (methyl 2-acetoxy-3-isopentenyl-4-methoxy-6-[(E)-styryl]benzoate). Yield: 82.0%. RXN SMILES: [OH:1][C:2]1[C:11]([CH2:12][CH2:13][C:14]([CH3:16])=[CH2:15])=[C:10]([O:17][CH3:18])[CH:9]=[C:8](/[CH:19]=[CH:20]/[C:21]2[CH:26]=[CH:25][CH:24]=[CH:23][CH:22]=2)[C:3]=1[C:4]([O:6][CH3:7])=[O:5].[C:27](Cl)(=[O:29])[CH3:28]>>[C:27]([O:1][C:2]1[C:11]([CH2:12][CH2:13][C:14]([CH3:16])=[CH2:15])=[C:10]([O:17][CH3:18])[CH:9]=[C:8](/[CH:19]=[CH:20]/[C:21]2[CH:22]=[CH:23][CH:24]=[CH:25][CH:26]=2)[C:3]=1[C:4]([O:6][CH3:7])=[O:5])(=[O:29])[CH3:28]. Procedure: Use compound 8 and acetyl chloride as materials, and follow the method described in Example 180 to obtain a white solid as the target product (82%). 1H NMR (400 MHz, DMSO-d6): 1.79 (s, 3H), 1.83 (s, 3H), 2.08 (s, 3H), 332 (d, J=7.6 Hz, 2H), 3.73 (s, 3H), 3.89 (s, 3H), 5.23 (t, J=7.6 Hz, 1H), 6.72 (s, 1H), 6.79 (d, J=16.0 Hz, 1H), 719 (d, J=16.0 Hz, 1H), 7.30 (d, J=7.6 Hz, 1H), 7.43 (d, J=7.6 Hz, 2H), 7.45 (t, J=7.6 Hz, 2H).